The task is: describe an organic reaction: reactants, conditions, products, and yield. This data is from the Open Reaction Database (ORD), a public repository of structured organic reaction records. Starting materials: BrC=1C=C2CC(CC(C2=CC1)=O)C (6-bromo-3-methyl-3,4-dihydronaphthalen-1(2H)-one), CC(CC(=O)O)CC1=CC=CC=C1 (3-methyl-4-phenylbutanoic acid). Yields the product CC1CC(C2=CC=CC=C2C1)=O (3-Methyl-3,4-dihydronaphthalen-1(2H)-one). As a reaction SMILES: Br[C:2]1[CH:3]=[C:4]2[C:9](=[CH:10][CH:11]=1)[C:8](=[O:12])[CH2:7][CH:6]([CH3:13])[CH2:5]2.CC(CC1C=CC=CC=1)CC(O)=O>>[CH3:13][CH:6]1[CH2:5][C:4]2[C:9](=[CH:10][CH:11]=[CH:2][CH:3]=2)[C:8](=[O:12])[CH2:7]1. Procedure details: 3-Methyl-3,4-dihydronaphthalen-1(2H)-one was prepared in a similar manner as 6-bromo-3-methyl-3,4-dihydronaphthalen-1(2H)-one of Example 48, except using 3-methyl-4-phenylbutanoic acid. 1H NMR (400 MHz, CDCl3) δ 8.02 (d, J=7.9 Hz, 1H), 7.47 (dd, J=7.4, 7.4 Hz, 1H), 7.31 (dd, J=7.4, 7.4 Hz, 1H), 7.24 (d, J=7.4 Hz, 1H), 3.01-2.95 (m, 1H), 2.76-2.66 (m, 2H), 2.37-2.27 (m, 2H), 1.15 (d, J=7.2 Hz, 3H). Procedure details: CF3CO2H (1.0 mL) was added to a stirred solution of N-[(4-chloro-1-guanidino-7-isoquinolinyl)sulphonyl]-N-(4-pyridylmethyl)glycine t-butyl ester (88 mg, 0.17 mmol) in CH2Cl2 (1.0 mL) and the mixture was stirred at 23° C. for 3.5 h. The solvents were evaporated in vacuo, azeotroping with CH2Cl2. The oily residue was dissolved in CH2Cl2 -MeOH (1.0 mL, 9:1) and a solution of EtOAc saturated with HCl (3.0 mL) was added which gave a precipitate. The white solid was collected by filtration and dried t... As a reaction SMILES: C(C(O)=O)(F)(F)F.C([O:12][C:13](=[O:41])[CH2:14][N:15]([S:23]([C:26]1[CH:35]=[C:34]2[C:29]([C:30]([Cl:40])=[CH:31][N:32]=[C:33]2[NH:36][C:37]([NH2:39])=[NH:38])=[CH:28][CH:27]=1)(=[O:25])=[O:24])[CH2:16][C:17]1[CH:22]=[CH:21][N:20]=[CH:19][CH:18]=1)(C)(C)C>C(Cl)Cl>[ClH:40].[ClH:40].[Cl:40][C:30]1[C:29]2[C:34](=[CH:35][C:26]([S:23]([N:15]([CH2:16][C:17]3[CH:22]=[CH:21][N:20]=[CH:19][CH:18]=3)[CH2:14][C:13]([OH:41])=[O:12])(=[O:24])=[O:25])=[CH:27][CH:28]=2)[C:33]([NH:36][C:37]([NH2:39])=[NH:38])=[N:32][CH:31]=1 |f:3.4.5|. Starting materials: C(F)(F)(F)C(=O)O (CF3CO2H), C(C)(C)(C)OC(CN(CC1=CC=NC=C1)S(=O)(=O)C1=CC=C2C(=CN=C(C2=C1)NC(=N)N)Cl)=O (N-[(4-chloro-1-guanidino-7-isoquinolinyl)sulphonyl]-N-(4-pyridylmethyl)glycine t-butyl ester). Solvent: C(Cl)Cl (CH2Cl2). Run at temperature 23 celsius, time 3.5 hour. The product is Cl.Cl.ClC1=CN=C(C2=CC(=CC=C12)S(=O)(=O)N(CC(=O)O)CC1=CC=NC=C1)NC(=N)N (N-[(4-chloro-1-guanidino-7-isoquinolinyl)sulphonyl]-N-(4-pyridylmethyl)glycine dihydrochloride). Isolated yield 58.2%. The reactants are C(C)(C)OC(=O)N1CCC(CC1)ON=C1CCN(CC1)C1=C(C=C(C(=C1)F)CC(=O)OC(C)(C)C)F (4-[1-(4-tert-butoxycarbonylmethyl-2,5-difluoro-phenyl)-piperidin-4-ylideneaminooxy]-piperidine-1-carboxylic acid isopropyl ester), C(=O)(C(F)(F)F)O (TFA). Solvent: C(Cl)Cl (DCM). Product: C(C)(C)OC(=O)N1CCC(CC1)ON=C1CCN(CC1)C1=C(C=C(C(=C1)F)CC(=O)O)F (4-[1-(4-carboxymethyl-2,5-difluoro-phenyl)-piperidin-4-ylideneaminooxy]-piperidine-1-carboxylic acid isopropyl ester). The yield is 91.6%. RXN SMILES: [CH:1]([O:4][C:5]([N:7]1[CH2:12][CH2:11][CH:10]([O:13][N:14]=[C:15]2[CH2:20][CH2:19][N:18]([C:21]3[CH:26]=[C:25]([F:27])[C:24]([CH2:28][C:29]([O:31]C(C)(C)C)=[O:30])=[CH:23][C:22]=3[F:36])[CH2:17][CH2:16]2)[CH2:9][CH2:8]1)=[O:6])([CH3:3])[CH3:2].C(O)(C(F)(F)F)=O>C(Cl)Cl>[CH:1]([O:4][C:5]([N:7]1[CH2:12][CH2:11][CH:10]([O:13][N:14]=[C:15]2[CH2:20][CH2:19][N:18]([C:21]3[CH:26]=[C:25]([F:27])[C:24]([CH2:28][C:29]([OH:31])=[O:30])=[CH:23][C:22]=3[F:36])[CH2:17][CH2:16]2)[CH2:9][CH2:8]1)=[O:6])([CH3:3])[CH3:2]. Procedure details: 4-[1-(4-tert-Butoxycarbonylmethyl-2,5-difluoro-phenyl)-piperidin-4-ylideneaminooxy]-piperidine-1-carboxylic acid isopropyl ester 75a (368 mg) was dissolved in DCM (5 mL) and TFA (3 mL) and stirred at r.t. for 4 h. The solvent was removed in vacuo, DCM and water were added and the organic phase was dried over MgSO4 and concentrated to give 4-[1-(4-carboxymethyl-2,5-difluoro-phenyl)-piperidin-4-ylideneaminooxy]-piperidine-1-carboxylic acid isopropyl ester 75b (300 mg). Reactants: [N+](=O)([O-])C1=C2C(=CN=CC2=CC=C1)C=C (5-Nitro-4-vinylisoquinoline), ClC1=CC(=CC=C1)C(=O)OO (m-chloroperbenzoic acid), C(O)([O-])=O.[Na+] (sodium hydrogencarbonate). The solvent is ClCCl (dichloromethane). Reaction conditions: time 3.5 hour. Product: [N+](=O)([O-])C1=C2C(=C[N+](=CC2=CC=C1)[O-])C=C (5-Nitro-4-vinylisoquinoline N-oxide). The yield is 108.7%. Reaction SMILES: [N+:1]([C:4]1[CH:13]=[CH:12][CH:11]=[C:10]2[C:5]=1[C:6]([CH:14]=[CH2:15])=[CH:7][N:8]=[CH:9]2)([O-:3])=[O:2].ClC1C=CC=C(C(OO)=[O:24])C=1.C(=O)([O-])O.[Na+]>ClCCl>[N+:1]([C:4]1[CH:13]=[CH:12][CH:11]=[C:10]2[C:5]=1[C:6]([CH:14]=[CH2:15])=[CH:7][N+:8]([O-:24])=[CH:9]2)([O-:3])=[O:2] |f:2.3|. Procedure details: The 5-nitro-4-vinylisoquinoline (23 g) obtained in Step A mentioned above was dissolved in dichloromethane (400 ml), then slowly added with m-chloroperbenzoic acid (43 g, Tokyo Kasei Kogyo), and stirred for 3.5 hours. The reaction mixture was cooled on ice, and then neutralized by addition of saturated aqueous sodium hydrogencarbonate. Then, the organic layer was separated, and dried over anhydrous magnesium sulfate. The solvent was evaporated under reduced pressure to obtain the title compound ... The reactants are ( 7 ), ( m ), ( 35 ), ( m ), ( 1 ), ( w ), ( s ), [Br-].BrCCC1=CC=CC2=[NH+]C=C3C=CC=CC3=C12 (2-Bromo-ethyl-phenanthridinium bromide), ( s ), ( m ), ( s ), ( m ), [K+].[Br-] (KBr), 6a, ( s ), ( w ), ( s ), ( 22 ), ( s ), ( s ), ( 6 ), ( s ), CN(C)C=O.CCOCC (DMF ether), ( 4 ), ( m ), ( 100 ), ( 7 ), ( w ). Run in C(C)(=O)OCC (ethyl acetate). Product: BrCCN1C=2C=CC=CC2C2=CC=CC=C2C1 (5-(2-Bromo-ethyl)-5, 6-dihydro-phenanthridine). Yield: 50.0%. RXN SMILES: CN(C=O)C.CCO[CH2:9][CH3:10].[K+].[Br-:12].[Br-].BrCC[C:17]1[C:30]2[C:21](=[NH+:22][CH:23]=[C:24]3[C:29]=2[CH:28]=[CH:27][CH:26]=[CH:25]3)[CH:20]=[CH:19][CH:18]=1>C(OCC)(=O)C>[Br:12][CH2:24][CH2:23][N:22]1[CH2:9][C:10]2[C:29](=[CH:28][CH:27]=[CH:26][CH:25]=2)[C:30]2[CH:17]=[CH:18][CH:19]=[CH:20][C:21]1=2 |f:0.1,2.3,4.5|. Reported procedure: During the preparation of 6a, the mother liquor from the DMF/ether (25:75) solution was kept and washed thoroughly 4 times with 40 ml of water. The organic layer was then washed with brine and dried over MgSO4. The solvent was evaporated down to a dark residue. Column chromatography (Silica, DCM as elutant) afforded 5 (140 mg; 0.485 mmol) as a beige powder in a 50% yield. Rf=0.75 in 100% ethyl acetate; mp: 99-100° C.; 1H NMR (CDCl3, 400 MHz): δ 7.64 (d, 1H, J=7.60 Hz), 7.60 (d, 1H, J=7.60 Hz), 7... Yields the product COC(=O)c1cnc(C2CCN(C(=O)OC(C)(C)C)CC2)nc1. Reaction SMILES: [C:1]([CH3:2])([CH3:3])([CH3:4])[O:5][C:6](=[O:7])[N:8]1[CH2:9][CH2:10][C:11]([c:14]2[n:15][cH:16][c:17]([C:20](=[O:21])[O:22][CH3:23])[cH:18][n:19]2)=[CH:12][CH2:13]1.[CH3:26][CH2:27][OH:28].[CH3:29][CH2:30][O:31][C:32](=[O:33])[CH3:34].[H:24][H:25].[Pd:35]>>[C:1]([CH3:2])([CH3:3])([CH3:4])[O:5][C:6](=[O:7])[N:8]1[CH2:9][CH2:10][CH:11]([c:14]2[n:15][cH:16][c:17]([C:20](=[O:21])[O:22][CH3:23])[cH:18][n:19]2)[CH2:12][CH2:13]1. Starting materials: COC(=O)c1cnc(C2=CCN(C(=O)OC(C)(C)C)CC2)nc1, CCO, CCOC(C)=O, [H][H], [Pd]. The reactants are C1CCOC1, CC(C)(C)[O-], COC(=O)CCC(C(N)=O)N1Cc2c(OCc3cccc(Cl)c3Cl)cccc2C1=O, [K+]. Product: O=C1CCC(N2Cc3c(OCc4cccc(Cl)c4Cl)cccc3C2=O)C(=O)N1. Reaction SMILES: [CH2:37]1[O:38][CH2:39][CH2:40][CH2:41]1.[CH3:1][C:2]([CH3:3])([O-:4])[CH3:5].[CH3:7][O:8][C:9]([CH2:10][CH2:11][CH:12]([N:13]1[C:14](=[O:32])[c:15]2[cH:16][cH:17][cH:18][c:19]([O:22][CH2:23][c:24]3[c:25]([Cl:31])[c:26]([Cl:30])[cH:27][cH:28][cH:29]3)[c:20]2[CH2:21]1)[C:33]([NH2:34])=[O:35])=[O:36].[K+:6]>>[O:8]=[C:9]1[CH2:10][CH2:11][CH:12]([N:13]2[C:14](=[O:32])[c:15]3[cH:16][cH:17][cH:18][c:19]([O:22][CH2:23][c:24]4[c:25]([Cl:31])[c:26]([Cl:30])[cH:27][cH:28][cH:29]4)[c:20]3[CH2:21]2)[C:33](=[O:35])[NH:34]1. Yields the product NC(=O)Nc1ccccc1. Reaction SMILES: [CH3:23][C:24](=[O:25])[CH3:26].[NH4+:1].[NH:3]=[S:4].[OH-:2].[c:5]1([NH:11][C:12](=[O:13])[c:14]2[cH:15][cH:16][cH:17][cH:18][c:19]2[C:20]([OH:21])=[O:22])[cH:6][cH:7][cH:8][cH:9][cH:10]1>>[NH2:1][C:12]([NH:11][c:5]1[cH:6][cH:7][cH:8][cH:9][cH:10]1)=[O:13]. Reactants: CC(C)=O, [NH4+], N=S, [OH-], O=C(O)c1ccccc1C(=O)Nc1ccccc1. The reactants are FC(C(C(CC)[N+](=O)[O-])O)(F)F (1,1,1-trifluoro-3-nitropentan-2-ol). Reported procedure: 1,1,1-trifluoro-3-nitropentan-2-ol (3 g, 16 mmol) was dissolved in methanol (40 ml). Raney Nickel catalyst was added and the reaction vigorously stirred under an atmosphere of hydrogen for 24 h. The catalyst was filtered and the filtrate was concentrated in vacuo to give the amine relatively pure (2.35 g, 94%). δH (CDCl3, 500 MHz) 1.05 (3 H, t, J 5, CHCH2CH3), 1.55-1.45 (1 H, m, CHCHHCH3), 1.8-1.7 (1 H, m, CHCHHCH3), 2.95-2.9 (1 H, m, CHEt), 3.95-3.85 (1 H, m, CHOHCF3); δC (CDCl3, 500 MHz) 124.5... The product is NC(C(C(F)(F)F)O)CC (3-Amino-1,1,1-trifluoropentan-2-ol). Reagents/catalysts: [Ni] (Raney Nickel). Run in CO (methanol). Run at time 24 hour. RXN SMILES: [F:1][C:2]([F:12])([F:11])[CH:3]([OH:10])[CH:4]([N+:7]([O-])=O)[CH2:5][CH3:6]>CO.[Ni]>[NH2:7][CH:4]([CH2:5][CH3:6])[CH:3]([OH:10])[C:2]([F:12])([F:11])[F:1].